From a dataset of the Open Reaction Database (ORD), a public repository of structured organic reaction records. describe an organic reaction: reactants, conditions, products, and yield The product is O=C(Nc1ccccc1O)c1cc([N+](=O)[O-])ccc1Cl. The reactants are O=C([O-])O, CCOCC, O=C(Cl)c1cc([N+](=O)[O-])ccc1Cl, Nc1ccccc1O, [Na+], O. Reaction SMILES: [C:22](=[O:23])([OH:24])[O-:25].[CH3:28][CH2:29][O:30][CH2:31][CH3:32].[Cl:1][c:2]1[c:3]([C:4](=[O:5])[Cl:6])[cH:7][c:8]([N+:11](=[O:12])[O-:13])[cH:9][cH:10]1.[NH2:14][c:15]1[c:16]([OH:21])[cH:17][cH:18][cH:19][cH:20]1.[Na+:26].[OH2:27]>>[Cl:1][c:2]1[c:3]([C:4](=[O:5])[NH:14][c:15]2[c:16]([OH:21])[cH:17][cH:18][cH:19][cH:20]2)[cH:7][c:8]([N+:11](=[O:12])[O-:13])[cH:9][cH:10]1. Starting materials: OC=1C=C(C#N)C=CC1 (3-hydroxy-benzonitrile), ClC1=NC(=NC(=C1)C)NC1=CC(=C(C=C1)N1C=NC(=C1)C)OC ((4-chloro-6-methyl-pyrimidin-2-yl)-[3-methoxy-4-(4-methyl-imidazol-1-yl)-phenyl]-amine), ( 100 ). Product: COC=1C=C(C=CC1N1C=NC(=C1)C)NC1=NC(=CC(=N1)OC=1C=C(C#N)C=CC1)C (3-{2-[3-Methoxy-4-(4-methyl-imidazol-1-yl)-phenylamino]-6-methyl-pyrimidin-4-yloxy}-benzonitrile). The yield is 75.0%. Reaction SMILES: [OH:1][C:2]1[CH:3]=[C:4]([CH:7]=[CH:8][CH:9]=1)[C:5]#[N:6].Cl[C:11]1[CH:16]=[C:15]([CH3:17])[N:14]=[C:13]([NH:18][C:19]2[CH:24]=[CH:23][C:22]([N:25]3[CH:29]=[C:28]([CH3:30])[N:27]=[CH:26]3)=[C:21]([O:31][CH3:32])[CH:20]=2)[N:12]=1>>[CH3:32][O:31][C:21]1[CH:20]=[C:19]([NH:18][C:13]2[N:12]=[C:11]([O:1][C:2]3[CH:3]=[C:4]([CH:7]=[CH:8][CH:9]=3)[C:5]#[N:6])[CH:16]=[C:15]([CH3:17])[N:14]=2)[CH:24]=[CH:23][C:22]=1[N:25]1[CH:29]=[C:28]([CH3:30])[N:27]=[CH:26]1. Procedure: The title compound was prepared in analogous manners as described in example 9) from 3-hydroxy-benzonitrile and (4-chloro-6-methyl-pyrimidin-2-yl)-[3-methoxy-4-(4-methyl-imidazol-1-yl)-phenyl]-amine. It was obtained in 75% yield as a pale-brown solid. MS ISP (m/e): 413.4 (100) [(M+H)+]. Reactants: ester, C(C)(C)(C)OC(=O)NC=1C=C(C(=O)O)C=CC1 (m-(1-t-butoxyformamido)benzoic acid), C1(=CC=C(C=C1)S(=O)(=O)O)C.C(C1=CC=CC=C1)OC(CCN)=O (β-alanine benzyl ester p-toluenesulphonate), CN1CCOCC1 (N-methylmorpholine), CN1CCOCC1 (N-methylmorpholine), ClC1=NC(=NC(=N1)OC)OC (2-chloro-4,6-dimethoxy-1,3,5-triazine). Run in C1CCOC1 (THF). Yields the product C(C1=CC=CC=C1)OC(CCNC(C1=CC(=CC=C1)NC(=O)OC(C)(C)C)=O)=O (N-[m-(1-t-butoxyformamido)benzoyl]-β-alanine benzyl ester). Reaction SMILES: [C:1]([O:5][C:6]([NH:8][C:9]1[CH:10]=[C:11]([CH:15]=[CH:16][CH:17]=1)[C:12]([OH:14])=O)=[O:7])([CH3:4])([CH3:3])[CH3:2].ClC1N=C(OC)N=C(OC)N=1.CN1CCOCC1.C1(C)C=CC(S(O)(=O)=O)=CC=1.[CH2:47]([O:54][C:55](=[O:59])[CH2:56][CH2:57][NH2:58])[C:48]1[CH:53]=[CH:52][CH:51]=[CH:50][CH:49]=1>C1COCC1>[CH2:47]([O:54][C:55](=[O:59])[CH2:56][CH2:57][NH:58][C:12](=[O:14])[C:11]1[CH:15]=[CH:16][CH:17]=[C:9]([NH:8][C:6]([O:5][C:1]([CH3:2])([CH3:3])[CH3:4])=[O:7])[CH:10]=1)[C:48]1[CH:53]=[CH:52][CH:51]=[CH:50][CH:49]=1 |f:3.4|. Procedure: For the preparation of the ester starting material, m-(1-t-butoxyformamido)benzoic acid in THF is activated (2 hours, 0° C.) with 2-chloro-4,6-dimethoxy-1,3,5-triazine and N-methylmorpholine and reacted with β-alanine benzyl ester p-toluenesulphonate and N-methylmorpholine to give N-[m-(1-t-butoxyformamido)benzoyl]-β-alanine benzyl ester, m.p. 130°-131° C. Cleavage with trifluoroacetic acid gives N-(m-aminobenzoyl)-β-alanine benzyl ester trifluoroacetate. Nα -Z-Nω -Nitro-L-arginine is activated ... The reactants are COC(=O)C(C(=O)OC)c1ccc(NC(=O)c2nc(C#N)cn2COCC[Si](C)(C)C)c(C2=CCCCC2)c1, ClCCl, O=C(O)C(F)(F)F. Product: COC(=O)C(C(=O)OC)c1ccc(NC(=O)c2nc(C#N)c[nH]2)c(C2=CCCCC2)c1. Reaction SMILES: [CH3:1][O:2][C:3]([CH:4]([C:5](=[O:6])[O:7][CH3:8])[c:9]1[cH:10][c:11]([C:33]2=[CH:34][CH2:35][CH2:36][CH2:37][CH2:38]2)[c:12]([NH:15][C:16](=[O:17])[c:18]2[n:19]([CH2:25][O:26][CH2:27][CH2:28][Si:29]([CH3:30])([CH3:31])[CH3:32])[cH:20][c:21]([C:23]#[N:24])[n:22]2)[cH:13][cH:14]1)=[O:39].[Cl:47][CH2:48][Cl:49].[F:40][C:41]([F:42])([F:43])[C:44]([OH:45])=[O:46]>>[CH3:1][O:2][C:3]([CH:4]([C:5](=[O:6])[O:7][CH3:8])[c:9]1[cH:10][c:11]([C:33]2=[CH:34][CH2:35][CH2:36][CH2:37][CH2:38]2)[c:12]([NH:15][C:16](=[O:17])[c:18]2[nH:19][cH:20][c:21]([C:23]#[N:24])[n:22]2)[cH:13][cH:14]1)=[O:39]. The reactants are S(=O)(Cl)Cl (thionyl chloride), OC1=C(C=NC2=CC=CN=C12)C(=O)O (4-hydroxy-1,5-naphthyridine-3-carboxylic acid), ON1C(CCC1=O)=O (N-hydroxy-succinimide), CN(C=O)C (dimethylformamide). The solvent is N1=CC=CC=C1 (pyridine). Conditions: time 5 hour. Yields the product OC1=C(C=NC2=CC=CN=C12)C(=O)ON1C(CCC1=O)=O (N-(4-hydroxy-1,5-naphthyridine-3-carbonyloxy)succinimide). Isolated yield 101.7%. RXN SMILES: CN(C)C=O.[OH:6][C:7]1[C:16]2[C:11](=[CH:12][CH:13]=[CH:14][N:15]=2)[N:10]=[CH:9][C:8]=1[C:17]([OH:19])=[O:18].O[N:21]1[C:25](=[O:26])[CH2:24][CH2:23][C:22]1=[O:27].S(Cl)(Cl)=O>N1C=CC=CC=1>[OH:6][C:7]1[C:16]2[C:11](=[CH:12][CH:13]=[CH:14][N:15]=2)[N:10]=[CH:9][C:8]=1[C:17]([O:19][N:21]1[C:25](=[O:26])[CH2:24][CH2:23][C:22]1=[O:27])=[O:18]. Procedure details: To a solution of dimethylformamide (47.5 kg) containing pyridine (4.7 kg), there were added 4-hydroxy-1,5-naphthyridine-3-carboxylic acid (2.8 kg) and N-hydroxy-succinimide (2.2 kg). To the mixture, there was dropwise added thionyl chloride (2.1 kg) while stirring at room temperature, and stirring was continued for 5 hours at the same temperature. The precipitated crystals were collected by filtration, washed with acetone and dried under reduced pressure to give 4.3 kg of N-(4-hydroxy-1,5-naphth... Starting materials: N(=O)[O-].[Na+] (sodium nitrite), NC1=CC(N(C(N1CC1=CC=CC=C1)=O)CCC)=O (6-amino-1-benzyl-3-propyluracil), C(C)(=O)O (acetic acid). The solvent is O (water), O (water). Conditions: temperature 80 celsius, time 30 minute. Yields the product C(C1=CC=CC=C1)N1C(=O)N(C(=O)C(=C1N)N=O)CCC (1-Benzyl-3-propyl-5-nitroso-6-aminouracil). Isolated yield 85.6%. RXN SMILES: [NH2:1][C:2]1[N:7]([CH2:8][C:9]2[CH:14]=[CH:13][CH:12]=[CH:11][CH:10]=2)[C:6](=[O:15])[N:5]([CH2:16][CH2:17][CH3:18])[C:4](=[O:19])[CH:3]=1.[N:20]([O-])=[O:21].[Na+].C(O)(=O)C>O>[CH2:8]([N:7]1[C:2]([NH2:1])=[C:3]([N:20]=[O:21])[C:4](=[O:19])[N:5]([CH2:16][CH2:17][CH3:18])[C:6]1=[O:15])[C:9]1[CH:14]=[CH:13][CH:12]=[CH:11][CH:10]=1 |f:1.2|. Procedure: 2.0 g (7.7 mmol) of 6-amino-1-benzyl-3-propyluracil are heated to 80° C. in 15 ml of water and mixed with a solution of 0.55 g of sodium nitrite in 3 ml of water. After the addition of 1 ml of glacial acetic acid a red solid is precipitated. The pH is adjusted to 4 and the suspension is stirred for a further 30 minutes at 80° C. After cooling, the crystals are filtered under suction and washed with water. 1.9 g of the title compound are obtained in the form of reddish-violet crystals (86% of the... The yield is 96.8%. The product is OC1=CC=CC2=C3C=CC=CC3=C(N=C12)F (4-hydroxy-6-fluorophenanthridine). Reaction SMILES: C[O:2][C:3]1[C:16]2[C:7](=[C:8]3[C:13](=[C:14]([F:17])[N:15]=2)[CH:12]=[CH:11][CH:10]=[CH:9]3)[CH:6]=[CH:5][CH:4]=1.Br.C(=O)([O-])[O-].[Na+].[Na+]>>[OH:2][C:3]1[C:16]2[C:7](=[C:8]3[C:13](=[C:14]([F:17])[N:15]=2)[CH:12]=[CH:11][CH:10]=[CH:9]3)[CH:6]=[CH:5][CH:4]=1 |f:2.3.4|. Reported procedure: A mixed solution comprising 115 mg of 4-methoxy-6-fluorophenanthridine and 5 ml of 48% hydrobromic acid was allowed to react at 116° C. for a period of 14 hr. After the completion of the reaction, the reacted solution was introduced into an aqueous solution of sodium carbonate and the product was extracted by ethyl acetate. After ethyl acetate was distilled away, the residue was purified by column chromatography to obtain 104.5 mg of 4-hydroxy-6-fluorophenanthridine on recrystallization from hex... Reactants: COC1=CC=CC2=C3C=CC=CC3=C(N=C12)F (4-methoxy-6-fluorophenanthridine), Br (hydrobromic acid), C([O-])([O-])=O.[Na+].[Na+] (sodium carbonate). Starting materials: COc1ccc(S(=O)(=O)[O-])c(OC)c1-c1ccccc1P(C1CCCCC1)C1CCCCC1, [K+], [K+], Nc1ccccc1B(O)O, [Na+], O=C([O-])[O-], CC(=O)[O-], CC(=O)[O-], O, O=C(O)c1cccc(Cl)c1, [Pd+2]. Yields the product Nc1ccccc1-c1cccc(C(=O)O)c1. RXN SMILES: [CH:21]1([P:22]([CH:23]2[CH2:24][CH2:25][CH2:26][CH2:27][CH2:28]2)[c:29]2[cH:30][cH:31][cH:32][cH:33][c:34]2-[c:35]2[c:36]([O:37][CH3:38])[cH:39][cH:40][c:41]([S:42]([O-:43])(=[O:44])=[O:45])[c:46]2[O:47][CH3:48])[CH2:49][CH2:50][CH2:51][CH2:52][CH2:53]1.[K+:55].[K+:56].[NH2:11][c:12]1[c:13]([B:18]([OH:19])[OH:20])[cH:14][cH:15][cH:16][cH:17]1.[Na+:54].[O-:57][C:58]([O-:59])=[O:60].[O-:62][C:63]([CH3:64])=[O:65].[O-:66][C:67]([CH3:68])=[O:69].[OH2:70].[OH:1][C:2](=[O:3])[c:4]1[cH:5][cH:6][cH:7][c:8]([Cl:9])[cH:10]1.[Pd+2:61]>>[OH:1][C:2](=[O:3])[c:4]1[cH:5][cH:6][cH:7][c:8](-[c:13]2[c:12]([NH2:11])[cH:17][cH:16][cH:15][cH:14]2)[cH:10]1. The reactants are C([O-])([O-])=O.[Na+].[Na+] (sodium carbonate), F (hydrofluoric acid), BrC1=CC=C(OCC(CCC=2C=NC=CC2)O[Si](C)(C)C(C)(C)C)C=C1 ((±)-3-(4-(4-bromophenoxy)-3-(tert-butyldimethylsilyloxy)butyl)pyridine), ClC=1C=C(C=C(C1)Cl)B(O)O (3,5-dichlorobenzeneboronic acid). The reagents and catalysts are C=1C=CC(=CC1)[P](C=2C=CC=CC2)(C=3C=CC=CC3)[Pd]([P](C=4C=CC=CC4)(C=5C=CC=CC5)C=6C=CC=CC6)([P](C=7C=CC=CC7)(C=8C=CC=CC8)C=9C=CC=CC9)[P](C=1C=CC=CC1)(C=1C=CC=CC1)C=1C=CC=CC1 (tetrakis(triphenylphosphine)palladium(0)). Run in C(C)#N (acetonitrile), C1(=CC=CC=C1)C (toluene), C(C)O (ethanol). Run at temperature 120 celsius. Product: ClC=1C=C(C=C(C1)Cl)C1=CC=C(C=C1)OCC(CCC=1C=NC=CC1)O ((±)-1-(3',5'-Dichlorobiphenyl-4-yloxy)-4-(3-pyridyl)-2-butanol). The yield is 78.9%. Reaction SMILES: C(=O)([O-])[O-].[Na+].[Na+].Br[C:8]1[CH:32]=[CH:31][C:11]([O:12][CH2:13][CH:14]([O:23][Si](C(C)(C)C)(C)C)[CH2:15][CH2:16][C:17]2[CH:18]=[N:19][CH:20]=[CH:21][CH:22]=2)=[CH:10][CH:9]=1.[Cl:33][C:34]1[CH:35]=[C:36](B(O)O)[CH:37]=[C:38]([Cl:40])[CH:39]=1.F>C(#N)C.C1C=CC([P]([Pd]([P](C2C=CC=CC=2)(C2C=CC=CC=2)C2C=CC=CC=2)([P](C2C=CC=CC=2)(C2C=CC=CC=2)C2C=CC=CC=2)[P](C2C=CC=CC=2)(C2C=CC=CC=2)C2C=CC=CC=2)(C2C=CC=CC=2)C2C=CC=CC=2)=CC=1.C(O)C.C1(C)C=CC=CC=1>[Cl:33][C:34]1[CH:35]=[C:36]([C:8]2[CH:9]=[CH:10][C:11]([O:12][CH2:13][CH:14]([OH:23])[CH2:15][CH2:16][C:17]3[CH:18]=[N:19][CH:20]=[CH:21][CH:22]=3)=[CH:31][CH:32]=2)[CH:37]=[C:38]([Cl:40])[CH:39]=1 |f:0.1.2,^1:51,53,72,91|. Procedure: Prepared according to the method described in Example 33a) from toluene (3 ml), aqueous sodium carbonate (2 M, 1.4 ml), (±)-3-(4-(4-bromophenoxy)-3-(tert-butyldimethylsilyloxy)butyl)pyridine (0.67 g), ethanol (0.8 ml), 3,5-dichlorobenzeneboronic acid (0.30 g) and tetrakis(triphenylphosphine)palladium(0) (73 mg) with heating at 120° C. for 6 hours. The residue obtained after work up was deprotected as in Example 34e) using hydrofluoric acid (40%, 4 ml) in acetonitrile (30 ml). The residue obtaine...